This data is from the Open Reaction Database (ORD), a public repository of structured organic reaction records. The task is: describe an organic reaction: reactants, conditions, products, and yield Starting materials: FC1=C(C=CC(=C1)I)NC1=C(C(=O)O)C=CN=C1 (3-[(2-fluoro-4-iodophenyl)amino]isonicotinic acid), FC1=C(C=CC(=C1)I)NC1=C(C(=O)O)C=CN=C1 (3-[(2-fluoro-4-iodophenyl)amino]isonicotinic acid), NC(CO)(CO)CC (2-amino-2-ethyl-propane-1,3-diol). Product: OCC(CC)(CO)NC(C1=C(C=NC=C1)NC1=C(C=C(C=C1)I)F)=O (N-(1,1-Bis-hydroxymethyl-propyl)-3-(2-fluoro-4-iodo-phenylamino)-isonicotinamide). As a reaction SMILES: [F:1][C:2]1[CH:7]=[C:6]([I:8])[CH:5]=[CH:4][C:3]=1[NH:9][C:10]1[CH:18]=[N:17][CH:16]=[CH:15][C:11]=1[C:12]([OH:14])=O.[NH2:19][C:20]([CH2:25][CH3:26])([CH2:23][OH:24])[CH2:21][OH:22]>>[OH:22][CH2:21][C:20]([NH:19][C:12](=[O:14])[C:11]1[CH:15]=[CH:16][N:17]=[CH:18][C:10]=1[NH:9][C:3]1[CH:4]=[CH:5][C:6]([I:8])=[CH:7][C:2]=1[F:1])([CH2:23][OH:24])[CH2:25][CH3:26]. Procedure details: N-(1,1-Bis-hydroxymethyl-propyl)-3-(2-fluoro-4-iodo-phenylamino)-isonicotinamide was synthesized according to the procedure for General Method 1, outlined above, starting with 0.33 mmol of 3-[(2-fluoro-4-iodophenyl)amino]isonicotinic acid (intermediate 1) and 0.47 mmol of 2-amino-2-ethyl-propane-1,3-diol. LC/MS [5.93 min; 460 (M+1)] Reactants: O=C1CCC(=O)N1Br, COC(=O)c1cccc(-c2ncsc2C)c1, ClC(Cl)(Cl)Cl. Yields the product COC(=O)c1cccc(-c2ncsc2CBr)c1. RXN SMILES: [Br:17][N:18]1[C:19](=[O:20])[CH2:21][CH2:22][C:23]1=[O:24].[CH3:1][O:2][C:3]([c:4]1[cH:5][c:6](-[c:10]2[n:11][cH:12][s:13][c:14]2[CH3:15])[cH:7][cH:8][cH:9]1)=[O:16].[Cl:25][C:26]([Cl:27])([Cl:28])[Cl:29]>>[CH3:1][O:2][C:3]([c:4]1[cH:5][c:6](-[c:10]2[n:11][cH:12][s:13][c:14]2[CH2:15][Br:17])[cH:7][cH:8][cH:9]1)=[O:16]. Reactants: FC1=CC=C(C=C1)CC1=CN=C2C(=C(C(N(C2=C1)CCCN1C(CCCC1)=O)=O)C(=O)OCC)O (ethyl 7-[(4-fluorophenyl)methyl]-4-hydroxy-2-oxo-1-[3-(2-oxo-1-piperidinyl)propyl]-1,2-dihydro-1,5-naphthyridine-3-carboxylate), NC[C@@H](C)O ((2R)-1-amino-2-propanol). Yields the product FC1=CC=C(C=C1)CC1=CN=C2C(=C(C(N(C2=C1)CCCN1C(CCCC1)=O)=O)C(=O)NC[C@@H](C)O)O (7-[(4-fluorophenyl)methyl]-4-hydroxy-N-[(2R)-2-hydroxypropyl]-2-oxo-1-[3-(2-oxo-1-piperidinyl)propyl]-1,2-dihydro-1,5-naphthyridine-3-carboxamide). Reaction SMILES: [F:1][C:2]1[CH:7]=[CH:6][C:5]([CH2:8][C:9]2[CH:18]=[C:17]3[C:12]([C:13]([OH:35])=[C:14]([C:30](OCC)=[O:31])[C:15](=[O:29])[N:16]3[CH2:19][CH2:20][CH2:21][N:22]3[CH2:27][CH2:26][CH2:25][CH2:24][C:23]3=[O:28])=[N:11][CH:10]=2)=[CH:4][CH:3]=1.[NH2:36][CH2:37][C@H:38]([OH:40])[CH3:39]>>[F:1][C:2]1[CH:7]=[CH:6][C:5]([CH2:8][C:9]2[CH:18]=[C:17]3[C:12]([C:13]([OH:35])=[C:14]([C:30]([NH:36][CH2:37][C@H:38]([OH:40])[CH3:39])=[O:31])[C:15](=[O:29])[N:16]3[CH2:19][CH2:20][CH2:21][N:22]3[CH2:27][CH2:26][CH2:25][CH2:24][C:23]3=[O:28])=[N:11][CH:10]=2)=[CH:4][CH:3]=1. Procedure details: This compound was prepared from ethyl 7-[(4-fluorophenyl)methyl]-4-hydroxy-2-oxo-1-[3-(2-oxo-1-piperidinyl)propyl]-1,2-dihydro-1,5-naphthyridine-3-carboxylate and (2R)-1-amino-2-propanol using methods similar to Example 563 to provide a white solid: 1H NMR (300 MHz, DMSO-d6) δ ppm 1.09 (t, J=6.63 Hz, 3 H), 1.66-1.80 (m, 6 H), 2.19 (t, J=5.79 Hz, 2 H), 3.16-3.25 (m, 4 H), 3.34-3.48 (m, 2 H), 3.73-3.87 (m, 1 H), 4.17-4.24 (m, 4 H), 4.96 (d, J=4.63 Hz, 1 H), 7.11-7.17 (m, 2 H), 7.38-7.43 (m, 2 H), ... Starting materials: CO, Cc1cc(C)c(C(CO)c2ccc(C(C)C)cc2)c(O)c1. Product: Cc1cc(C)c2c(c1)OCC2c1ccc(C(C)C)cc1. RXN SMILES: [CH3:22][OH:23].[OH:1][CH2:2][CH:3]([c:4]1[cH:5][cH:6][c:7]([CH:10]([CH3:11])[CH3:12])[cH:8][cH:9]1)[c:13]1[c:14]([OH:21])[cH:15][c:16]([CH3:20])[cH:17][c:18]1[CH3:19]>>[O:1]1[CH2:2][CH:3]([c:4]2[cH:5][cH:6][c:7]([CH:10]([CH3:11])[CH3:12])[cH:8][cH:9]2)[c:13]2[c:14]1[cH:15][c:16]([CH3:20])[cH:17][c:18]2[CH3:19]. The reactants are CC1(OB(OC1(C)C)C1=CC2=CC=C(C=C2C=C1)B1OC(C(O1)(C)C)(C)C)C (2,6-bis(4,4,5,5-tetramethyl-1,3,2-dioxaborolan-2-yl)naphthalene), BrC=1C=C2C(=NC1)N(C(=N2)[C@H]2N(CCC2)C(=O)OC(C)(C)C)COCC[Si](C)(C)C ((S)-tert-butyl 2-(6-bromo-3-((2-(trimethylsilyl)ethoxy)methyl)-3H-imidazo[4,5-b]pyridin-2-yl)pyrrolidine-1-carboxylate), N1(CCCC1)C(=O)[O-] (pyrrolidine-1-carboxylate), C([O-])([O-])=O.[Cs+].[Cs+] (cesium carbonate), C1(CCCCC1)P(C1=C(C=CC=C1)C1=C(C=CC=C1OC)OC)C1CCCCC1 (dicyclohexyl(2′,6′-dimethoxybiphenyl-2-yl)phosphine), N1(CCCC1)C(=O)[O-] (pyrrolidine-1-carboxylate), (2S,2′S)-tert-butyl 2,2′-(6,6′-(naphthalene-2,6-diyl)bis(3-((2-(trimethylsilyl)ethoxy)methyl)-3H-imidazo[4,5-b]pyridine-6,2-diyl))dipyrrolidine-1-carboxylate. Reagents/catalysts: C(C)(=O)[O-].[Pd+2].C(C)(=O)[O-] (palladium (II) acetate). The solvent is C1CCOC1 (THF), O (water), C1CCOC1 (THF). Reaction conditions: temperature 120 celsius. Product: CC1(OB(OC1(C)C)C=1C=C2C=CC(=CC2=CC1)C=1C=C2C(=NC1)N(C(=N2)[C@H]2N(CCC2)C(=O)OC(C)(C)C)COCC[Si](C)(C)C)C ((S)-tert-Butyl 2-(6-(6-(4,4,5,5-tetramethyl-1,3,2-dioxaborolan-2-yl)naphthalen-2-yl)-3-((2-(trimethylsilyl)ethoxy)methyl)-3H-imidazo[4,5-b]pyridin-2-yl)pyrrolidine-1-carboxylate). Reaction SMILES: [CH3:1][C:2]1([CH3:28])[C:6]([CH3:8])([CH3:7])[O:5][B:4]([C:9]2[CH:18]=[CH:17][C:16]3[C:11](=[CH:12][CH:13]=[C:14](B4OC(C)(C)C(C)(C)O4)[CH:15]=3)[CH:10]=2)[O:3]1.BrC1C=[C:32]2[N:38]=[C:37]([C@@H:39]3[CH2:43][CH2:42][CH2:41][N:40]3[C:44]([O:46][C:47]([CH3:50])([CH3:49])[CH3:48])=[O:45])[N:36]([CH2:51][O:52][CH2:53][CH2:54][Si:55]([CH3:58])([CH3:57])[CH3:56])[C:33]2=[N:34][CH:35]=1.N1(C([O-])=O)CC[CH2:61][CH2:60]1.C(=O)([O-])[O-].[Cs+].[Cs+].C1(P(C2CCCCC2)C2C=CC=CC=2C2C(OC)=CC=CC=2OC)CCCCC1>C([O-])(=O)C.[Pd+2].C([O-])(=O)C.C1COCC1.O>[CH3:1][C:2]1([CH3:28])[C:6]([CH3:7])([CH3:8])[O:5][B:4]([C:9]2[CH:10]=[C:11]3[C:16](=[CH:17][CH:18]=2)[CH:15]=[C:14]([C:13]2[CH:12]=[C:32]4[N:38]=[C:37]([C@@H:39]5[CH2:43][CH2:42][CH2:41][N:40]5[C:44]([O:46][C:47]([CH3:50])([CH3:49])[CH3:48])=[O:45])[N:36]([CH2:51][O:52][CH2:53][CH2:54][Si:55]([CH3:58])([CH3:57])[CH3:56])[C:33]4=[N:34][CH:35]=2)[CH:61]=[CH:60]3)[O:3]1 |f:3.4.5,7.8.9|. Procedure: In a microwave vial, 2,6-bis(4,4,5,5-tetramethyl-1,3,2-dioxaborolan-2-yl)naphthalene (57 mg, 0.150 mmol), a mixture of (S)-tert-butyl 2-(6-bromo-3-((2-(trimethylsilyl)ethoxy)methyl)-3H-imidazo[4,5-b]pyridin-2-yl)pyrrolidine-1-carboxylate and (S)-tert-butyl 2-(6-bromo-142-(trimethylsilyl)ethoxy)methyl)-1H-imidazo[4,5-b]pyridin-2-yl)pyrrolidine-1-carboxylate (112 mg), cesium carbonate (147 mg, 0.450 mmol) and dicyclohexyl(2′,6′-dimethoxybiphenyl-2-yl)phosphine (12.3 mg, 0.030 mmol) were dissolved ... Reactants: O.NN (Hydrazine hydrate), COC=1N=C2C=3OC(C(N(C3C=NC2=CC1)C)=O)[C@@H]1CC[C@H](CC1)N1C(C2=CC=CC=C2C1=O)=O (2-[trans-4-(6-methoxy-1-methyl-2-oxo-2,3-dihydro-1H-4-oxa-1,5,9-triaza-phenanthren-3-yl)-cyclohexyl]-isoindole-1,3-dione). Reported procedure: Hydrazine hydrate (2M solution in methanol, 3.56 mL, 7.12 mmol, 8.0 eq) is added at room temperature to a stirred solution of 2-[trans-4-(6-methoxy-1-methyl-2-oxo-2,3-dihydro-1H-4-oxa-1,5,9-triaza-phenanthren-3-yl)-cyclohexyl]-isoindole-1,3-dione (420 mg, 0.89 mmol, 1.0 eq) in dichloromethane (10 mL) and methanol (20 mL). After 16 hours stirring at room temperature and 2 hours stirring at 55° C., solvent is removed and the residue is purified by preparative HPLC to afford 3-(trans-4-amino-cycloh... Isolated yield 54.7%. Run in ClCCl (dichloromethane), CO (methanol). Reaction SMILES: O.NN.[CH3:4][O:5][C:6]1[N:7]=[C:8]2[C:17](=[CH:18][CH:19]=1)[N:16]=[CH:15][C:14]1[N:13](C)[C:12](=[O:21])[CH:11]([C@H:22]3[CH2:27][CH2:26][C@H:25]([N:28]4C(=O)C5C(=CC=CC=5)C4=O)[CH2:24][CH2:23]3)[O:10][C:9]2=1>ClCCl.CO>[NH2:28][C@H:25]1[CH2:26][CH2:27][C@H:22]([CH:11]2[O:10][C:9]3[C:8]4[C:17](=[CH:18][CH:19]=[C:6]([O:5][CH3:4])[N:7]=4)[N:16]=[CH:15][C:14]=3[NH:13][C:12]2=[O:21])[CH2:23][CH2:24]1 |f:0.1|. Run at time 2 hour. The product is N[C@@H]1CC[C@H](CC1)C1C(NC=2C=NC3=CC=C(N=C3C2O1)OC)=O (3-(trans-4-amino-cyclohexyl)-6-methoxy-1H-4-oxa-1,5,9-triaza-phenanthren-2-one). Reactants: Cl (Hydrochloric acid), CN(CCCN(C=O)C1=C(C=CC=C1)COC(NCCCCCCCCCCCCCCCCCC)=O)C (N-[3-(dimethylamino)propyl]-{2-[(N-octadecylcarbamoyloxy)methyl]phenyl}formamide). The solvent is C(C)(=O)OCC (ethyl acetate), C(C)(=O)OCC (ethyl acetate). Run at time 5 minute. Yields the product Cl.CN(CCCN(C=O)C1=C(C=CC=C1)COC(NCCCCCCCCCCCCCCCCCC)=O)C (N-[3-(Dimethylamino)propyl]-{2-[(N-octadecylcarbamoyloxy)methyl]phenyl}formamide hydrochloride). RXN SMILES: [ClH:1].[CH3:2][N:3]([CH3:39])[CH2:4][CH2:5][CH2:6][N:7]([C:10]1[CH:15]=[CH:14][CH:13]=[CH:12][C:11]=1[CH2:16][O:17][C:18](=[O:38])[NH:19][CH2:20][CH2:21][CH2:22][CH2:23][CH2:24][CH2:25][CH2:26][CH2:27][CH2:28][CH2:29][CH2:30][CH2:31][CH2:32][CH2:33][CH2:34][CH2:35][CH2:36][CH3:37])[CH:8]=[O:9]>C(OCC)(=O)C>[ClH:1].[CH3:39][N:3]([CH3:2])[CH2:4][CH2:5][CH2:6][N:7]([C:10]1[CH:15]=[CH:14][CH:13]=[CH:12][C:11]=1[CH2:16][O:17][C:18](=[O:38])[NH:19][CH2:20][CH2:21][CH2:22][CH2:23][CH2:24][CH2:25][CH2:26][CH2:27][CH2:28][CH2:29][CH2:30][CH2:31][CH2:32][CH2:33][CH2:34][CH2:35][CH2:36][CH3:37])[CH:8]=[O:9] |f:3.4|. Procedure details: 4N Hydrochloric acid--ethyl acetate solution (0.35 ml) was added to a solution of N-[3-(dimethylamino)propyl]-{2-[(N-octadecylcarbamoyloxy)methyl]phenyl}formamide (0.49 g) in ethyl acetate (10 ml) at room temperature. After being stirred for 5 minutes, the reaction mixture was concentrated. The residue was recrystallized from ethyl acetate, thereby yielding 0.41 g of the aimed compound as white crystals. Starting materials: [OH-].[Na+] (NaOH), P(=O)(Cl)(Cl)Cl (Phosphorous oxychloride), CN(C=O)C (dimethyl formamide), CN(C)CC1C(C1)C=1C=C2C=CNC2=CC1 (N,N-dimethyl-2-(indol-5-yl)cycloprop-1-yl-methylamine), CN(C)C=O (DMF). Solvent: O (water). Run at time 15 minute. Product: CN(C)CC1C(C1)C=1C=C2C(=CNC2=CC1)C=O (N,N-dimethyl-2-(3-formyl-indol-5-yl)cycloprop-1-yl-methylamine). As a reaction SMILES: P(Cl)(Cl)(Cl)=O.[CH3:6][N:7]([CH2:9][CH:10]1[CH2:12][CH:11]1[C:13]1[CH:14]=[C:15]2[C:19](=[CH:20][CH:21]=1)[NH:18][CH:17]=[CH:16]2)[CH3:8].[OH-].[Na+].CN([CH:27]=[O:28])C>O>[CH3:8][N:7]([CH2:9][CH:10]1[CH2:12][CH:11]1[C:13]1[CH:14]=[C:15]2[C:19](=[CH:20][CH:21]=1)[NH:18][CH:17]=[C:16]2[CH:27]=[O:28])[CH3:6] |f:2.3|. Procedure: Phosphorous oxychloride (0.08 mL, 0.85 mmol, 0.91 equiv.) and dimethyl formamide (0.32 mL, 4.09 mmol, 4.4 equiv.) were combined at room temperature with stirring. After 15 min, N,N-dimethyl-2-(indol-5-yl)cycloprop-1-yl-methylamine was added dropwise in DMF (5 mL). After 2 hs of stirring at room temperature, ice and 1 N NaOH were added, then the mixture was diluted further with water and extracted with ethyl acetate. The organic layer was dried over anhydrous magnesium sulfate, filtered, and conc...